Dataset: the Open Reaction Database (ORD), a public repository of structured organic reaction records. Task: describe an organic reaction: reactants, conditions, products, and yield Starting materials: BrC=1C(=NC=CC1)OC1CCS(CC1)(=O)=O (4-((3-bromopyridin-2-yl)oxy)tetrahydro-2H-thiopyran 1,1-dioxide), FC1=C(C=CC(=C1)B1OC(C(O1)(C)C)(C)C)C=1C=NC(=NC1)N (5-(2-fluoro-4-(4,4,5,5-tetramethyl-1,3,2-dioxaborolan-2-yl)phenyl)pyrimidin-2-amine). The product is O=S1(CCC(CC1)OC1=NC=CC=C1C1=CC(=C(C=C1)C=1C=NC(=NC1)N)F)=O (5-(4-{2-[(1,1-Dioxidotetrahydro-2H-thiopyran-4-yl)oxy]pyridin-3-yl}-2-fluorophenyl)pyrimidin-2-amine). As a reaction SMILES: Br[C:2]1[C:3]([O:8][CH:9]2[CH2:14][CH2:13][S:12](=[O:16])(=[O:15])[CH2:11][CH2:10]2)=[N:4][CH:5]=[CH:6][CH:7]=1.[F:17][C:18]1[CH:23]=[C:22](B2OC(C)(C)C(C)(C)O2)[CH:21]=[CH:20][C:19]=1[C:33]1[CH:34]=[N:35][C:36]([NH2:39])=[N:37][CH:38]=1>>[O:15]=[S:12]1(=[O:16])[CH2:13][CH2:14][CH:9]([O:8][C:3]2[C:2]([C:22]3[CH:21]=[CH:20][C:19]([C:33]4[CH:38]=[N:37][C:36]([NH2:39])=[N:35][CH:34]=4)=[C:18]([F:17])[CH:23]=3)=[CH:7][CH:6]=[CH:5][N:4]=2)[CH2:10][CH2:11]1. Reported procedure: The title compound was prepared in a manner similar to that described in Example 88 using 4-((3-bromopyridin-2-yl)oxy)tetrahydro-2H-thiopyran 1,1-dioxide and 5-(2-fluoro-4-(4,4,5,5-tetramethyl-1,3,2-dioxaborolan-2-yl)phenyl)pyrimidin-2-amine. MS (ESI): mass calcd. for C20H19FN4O3S, 414.12; m/z found, 415.0 [M+H]+. 1H NMR (400 MHz, DMSO-d6) δ 8.51 (d, J=1.3, 2H), 8.21 (dd, J=4.9, 1.8, 1H), 7.90 (dd, J=7.4, 1.8, 1H), 7.64 (m, 1H), 7.58 (dd, J=12.4, 1.5, 1H), 7.53 (dd, J=8.0, 1.7, 1H), 7.16 (dd, J=... Procedure: The product from Example 10B and 2-((1S,2S,4S)-bicyclo[2.2.1]hept-5-en-2-yl)acetic acid was processed using a method similar to that described in Example 10C to afford the title compound. 1H NMR (400 MHz, DMSO-d6) δ ppm 11.31 (s, 1H), 8.41 (dd, J=7.8, 1.4 Hz, 1H), 8.18 (d, J=8.0 Hz, 1H), 7.92-8.10 (m, 2H), 7.80 (dd, J=5.1, 1.1 Hz, 1H), 7.65 (dd, J=3.6, 1.1 Hz, 1H), 7.29 (dd, J=5.1, 3.6 Hz, 1H), 6.23 (dd, J=5.7, 3.0 Hz, 1H), 6.07 (dd, J=5.7, 2.8 Hz, 1H), 2.89-2.92 (m, 1H), 2.77-2.81 (m, 1H), 2.42... The reactants are NN1C(C2=CC=CC=C2C(=N1)C=1SC=CC1)=O (2-amino-4-(thiophen-2-yl)phthalazin-1(2H)-one), [C@H]12[C@@H](C[C@H](C=C1)C2)CC(=O)O (2-((1S,2S,4S)-bicyclo[2.2.1]hept-5-en-2-yl)acetic acid). Product: [C@H]12[C@@H](C[C@H](C=C1)C2)CC(=O)NN2C(C1=CC=CC=C1C(=N2)C=2SC=CC2)=O (2-[(1S,2S,4S)-bicyclo[2.2.1]hept-5-en-2-yl]-N-[1-oxo-4-(thiophen-2-yl)phthalazin-2(1H)-yl]acetamide). As a reaction SMILES: [NH2:1][N:2]1[N:11]=[C:10]([C:12]2[S:13][CH:14]=[CH:15][CH:16]=2)[C:9]2[C:4](=[CH:5][CH:6]=[CH:7][CH:8]=2)[C:3]1=[O:17].[C@@H:18]12[CH2:24][C@@H:21]([CH:22]=[CH:23]1)[CH2:20][C@H:19]2[CH2:25][C:26](O)=[O:27]>>[C@@H:18]12[CH2:24][C@@H:21]([CH:22]=[CH:23]1)[CH2:20][C@H:19]2[CH2:25][C:26]([NH:1][N:2]1[N:11]=[C:10]([C:12]2[S:13][CH:14]=[CH:15][CH:16]=2)[C:9]2[C:4](=[CH:5][CH:6]=[CH:7][CH:8]=2)[C:3]1=[O:17])=[O:27]. Reactants: CCC1CC2C3CCc4cc(OC)ccc4C3CCC2(CC)C1=O, CC(=O)O, Cl, O. Yields the product CCC1CC2C3CCc4cc(OC)ccc4C3CCC2(CC)C1O. Reaction SMILES: [CH2:1]([CH3:2])[CH:3]1[C:4](=[O:24])[C:5]2([CH2:6][CH3:7])[CH:8]([CH2:9]1)[CH:10]1[CH2:11][CH2:12][c:13]3[cH:14][c:15]([O:22][CH3:23])[cH:16][cH:17][c:18]3[CH:19]1[CH2:20][CH2:21]2.[CH3:26][C:27](=[O:28])[OH:29].[ClH:30].[OH2:25]>>[CH2:1]([CH3:2])[CH:3]1[CH:4]([OH:24])[C:5]2([CH2:6][CH3:7])[CH:8]([CH2:9]1)[CH:10]1[CH2:11][CH2:12][c:13]3[cH:14][c:15]([O:22][CH3:23])[cH:16][cH:17][c:18]3[CH:19]1[CH2:20][CH2:21]2. Reactants: CCOC(=O)c1cc(C2CC2)n[nH]1, CN(C)C=O, O=C1CCC(=O)N1Cl. Product: CCOC(=O)c1[nH]nc(C2CC2)c1Cl. Reaction SMILES: [CH2:1]([CH3:2])[O:3][C:4](=[O:5])[c:6]1[nH:7][n:8][c:9]([CH:11]2[CH2:12][CH2:13]2)[cH:10]1.[CH3:22][N:23]([CH3:24])[CH:25]=[O:26].[Cl:14][N:15]1[C:16](=[O:17])[CH2:18][CH2:19][C:20]1=[O:21]>>[CH2:1]([CH3:2])[O:3][C:4](=[O:5])[c:6]1[nH:7][n:8][c:9]([CH:11]2[CH2:12][CH2:13]2)[c:10]1[Cl:14].